Dataset: the Open Reaction Database (ORD), a public repository of structured organic reaction records. Task: describe an organic reaction: reactants, conditions, products, and yield Starting materials: ClC=1C=C(C=CC1)C1OC1 ((3-Chlorophenyl)oxirane), NC(CC1=CNC2=C(C=CC=C12)OCC)C (3-(2-aminopropyl)-7-ethoxyindole), ( a ). The product is C(C)OC=1C=CC=C2C(=CNC12)CC(C)NCC(O)C1=CC(=CC=C1)Cl (2-[3-(7-ethoxyindol-3-yl)-2-propylamino]-1-(3-chlorophenyl)ethanol). Yield: 52.3%. Reaction SMILES: [Cl:1][C:2]1[CH:3]=[C:4]([CH:8]2[CH2:10][O:9]2)[CH:5]=[CH:6][CH:7]=1.[NH2:11][CH:12]([CH3:26])[CH2:13][C:14]1[C:22]2[C:17](=[C:18]([O:23][CH2:24][CH3:25])[CH:19]=[CH:20][CH:21]=2)[NH:16][CH:15]=1>>[CH2:24]([O:23][C:18]1[CH:19]=[CH:20][CH:21]=[C:22]2[C:17]=1[NH:16][CH:15]=[C:14]2[CH2:13][CH:12]([NH:11][CH2:10][CH:8]([C:4]1[CH:5]=[CH:6][CH:7]=[C:2]([Cl:1])[CH:3]=1)[OH:9])[CH3:26])[CH3:25]. Procedure: (3-Chlorophenyl)oxirane (0.92 g) and 3-(2-aminopropyl)-7-ethoxyindole (2.18 g) are treated in the same manner as in Example 1, Process (a) to give the desired compound (1.16 g) as an oily product. The reactants are N1=CC=C(C2=CC=CC=C12)C(=O)O (quinoline-4-carboxylic acid), COC1=C(C=C(N)C=C1)N1CCN(CC1)C (4-methoxy-3-(4-methylpiperazin-1-yl)aniline). Product: COC1=C(C=C(C=C1)NC(=O)C1=CC=NC2=CC=CC=C12)N1CCN(CC1)C (N-[4-Methoxy-3-(4-methylpiperazin-1-yl)phenyl]quinolin-4-yl Carboxamide). RXN SMILES: [N:1]1[C:10]2[C:5](=[CH:6][CH:7]=[CH:8][CH:9]=2)[C:4]([C:11]([OH:13])=O)=[CH:3][CH:2]=1.[CH3:14][O:15][C:16]1[CH:22]=[CH:21][C:19]([NH2:20])=[CH:18][C:17]=1[N:23]1[CH2:28][CH2:27][N:26]([CH3:29])[CH2:25][CH2:24]1>>[CH3:14][O:15][C:16]1[CH:22]=[CH:21][C:19]([NH:20][C:11]([C:4]2[C:5]3[C:10](=[CH:9][CH:8]=[CH:7][CH:6]=3)[N:1]=[CH:2][CH:3]=2)=[O:13])=[CH:18][C:17]=1[N:23]1[CH2:24][CH2:25][N:26]([CH3:29])[CH2:27][CH2:28]1. Reported procedure: The title compound was prepared from quinoline-4-carboxylic acid and 4-methoxy-3-(4-methylpiperazin-1-yl)aniline (EP0533268A1) using a similar procedure to Example 1. The reactants are ClC1=NC(=NC(=N1)NCC=1C=NC(=CC1)Cl)NC1=CC(=C(C=C1)F)C(F)(F)F (6-Chloro-N-(6-chloropyridin-3-ylmethyl)-N′-(4-fluoro-3-trifluoromethylphenyl)-1,3,5-triazine-2,4-diamine), O.NN (hydrazine hydrate). The solvent is O (water), O1CCOCC1 (dioxane). Reaction conditions: time 30 minute. The product is ClC1=CC=C(C=N1)CNC1=NC(=NC(=N1)NC1=CC(=C(C=C1)F)C(F)(F)F)NN (N-(6-Chloro-pyridin-3-ylmethyl)-N′-(4-fluoro-3-trifluoromethylphenyl)-6-hydrazino-[1,3,5]triazine-2,4-diamine). The yield is 97.0%. Reaction SMILES: Cl[C:2]1[N:7]=[C:6]([NH:8][CH2:9][C:10]2[CH:11]=[N:12][C:13]([Cl:16])=[CH:14][CH:15]=2)[N:5]=[C:4]([NH:17][C:18]2[CH:23]=[CH:22][C:21]([F:24])=[C:20]([C:25]([F:28])([F:27])[F:26])[CH:19]=2)[N:3]=1.O.[NH2:30][NH2:31]>O1CCOCC1.O>[Cl:16][C:13]1[N:12]=[CH:11][C:10]([CH2:9][NH:8][C:6]2[N:5]=[C:4]([NH:17][C:18]3[CH:23]=[CH:22][C:21]([F:24])=[C:20]([C:25]([F:28])([F:27])[F:26])[CH:19]=3)[N:3]=[C:2]([NH:30][NH2:31])[N:7]=2)=[CH:15][CH:14]=1 |f:1.2|. Procedure details: To a solution of 6-Chloro-N-(6-chloropyridin-3-ylmethyl)-N′-(4-fluoro-3-trifluoromethylphenyl)-[1,3,5]triazine-2,4-diamine (XVIII) (3.0 g, 6.9 mmol) in dioxane (30 mL) was added hydrazine hydrate (2 mL), and the mixture stirred at ambient temperature for 30 min. The mixture was diluted with water, the resulting slurry stirred for 10 min and filtered under vacuum to give a white solid. This solid was washed with water and dried under vacuum to give N-(6-chloro-pyridin-3-ylmethyl)-N′-(4-fluoro-3-t... Starting materials: C(C)(=O)OCC1CC=2N(C3=CC=CC=C3C2C=2C(OC(C2C2=CN(C3=CC=CC=C23)C)=O)=O)CC1 (3-[8-(acetoxymethyl)-6,7,8,9-tetrahydropyrido[1,2-a]indol-10-yl]-4-(1-methyl-3-indolyl)furan-2,5-dione), CS(=O)(=O)OS(=O)(=O)C (methanesulfonic anhydride), N1=CC=CC=C1 (pyridine), CS(=O)(=O)OS(=O)(=O)C (methanesulfonic anhydride). The solvent is ClCCl (dichloromethane). Run at time 1 hour. Yields the product CS(=O)(=O)OCC1CC=2N(C3=CC=CC=C3C2C=2C(NC(C2C2=CN(C3=CC=CC=C23)C)=O)=O)CC1 (3-[6,7,8,9-tetrahydro-8-(methylsulphonyloxymethyl)pyrido[1,2-a]indol-10-yl]-4-(1-methyl-3-indolyl)-1H-pyrrole-2,5-dione). RXN SMILES: C(O[CH2:5][CH:6]1[CH2:35][CH2:34][N:9]2[C:10]3[C:15]([C:16]([C:17]4[C:18](=O)[O:19][C:20](=[O:32])[C:21]=4[C:22]4[C:30]5[C:25](=[CH:26][CH:27]=[CH:28][CH:29]=5)[N:24]([CH3:31])[CH:23]=4)=[C:8]2[CH2:7]1)=[CH:14][CH:13]=[CH:12][CH:11]=3)(=O)C.[CH3:36][S:37]([O:40]S(C)(=O)=O)(=[O:39])=[O:38].[N:45]1C=CC=CC=1>ClCCl>[CH3:36][S:37]([O:40][CH2:5][CH:6]1[CH2:35][CH2:34][N:9]2[C:10]3[C:15]([C:16]([C:17]4[C:18](=[O:19])[NH:45][C:20](=[O:32])[C:21]=4[C:22]4[C:30]5[C:25](=[CH:26][CH:27]=[CH:28][CH:29]=5)[N:24]([CH3:31])[CH:23]=4)=[C:8]2[CH2:7]1)=[CH:14][CH:13]=[CH:12][CH:11]=3)(=[O:39])=[O:38]. Procedure details: A solution of 170 mg of the pyrroledione product of Example 1 in 55 ml of dichloromethane was treated with 87 mg of methanesulfonic anhydride and 1 ml of pyridine. The resulting solution was stirred under nitrogen for 1 hour. An additional 30 mg of methanesulfonic anhydride were then added. After 1 hour, the mixture was washed with water, dried and evaporated. Crystallization of the residue from ethyl acetate/n-hexane gave 150 mg of 3-[6,7,8,9-tetrahydro-8-(methylsulphonyloxymethyl)pyrido[1,2-a]... Reactants: O=C1CCC(=O)N1Br, ClCCl, Cc1c2n(c3ccccc13)CCCC2=O. Yields the product Cc1c2n(c3ccc(Br)cc13)CCCC2=O. Reaction SMILES: [Br:1][N:2]1[C:3](=[O:4])[CH2:5][CH2:6][C:7]1=[O:8].[CH2:24]([Cl:25])[Cl:26].[CH3:9][c:10]1[c:11]2[n:12]([c:13]3[cH:14][cH:15][cH:16][cH:17][c:18]13)[CH2:19][CH2:20][CH2:21][C:22]2=[O:23]>>[Br:1][c:16]1[cH:15][cH:14][c:13]2[n:12]3[c:11]([c:10]([CH3:9])[c:18]2[cH:17]1)[C:22](=[O:23])[CH2:21][CH2:20][CH2:19]3. The reactants are FC(C(=O)O)(F)F.ClC=1C=CC2=C(N=C(S2)S(=O)(=O)N2C(CNCC2)=O)C1 (1-(5-chloro-benzothiazole-2-sulfonyl)-piperazin-2-one trifluoroacetic acid salt), C(C1=CC=CC=C1)(C1=CC=CC=C1)OC(=O)NC1=NC(N(C=C1)CC(=O)O)=O ([4-N-(benzhydryloxycarbonyl)-cytosin-1-yl]-acetic acid). Yields the product ClC=1C=CC2=C(N=C(S2)S(=O)(=O)N2C(CN(CC2)C(CN2C(=O)N=C(NC(=O)OC(C3=CC=CC=C3)C3=CC=CC=C3)C=C2)=O)=O)C1 (1-(5-Chloro-benzothiazole-2-sulfonyl)-4-{[4-N-(benzhydryloxycarbonyl)-cytosin-1-yl]-acetyl}-piperazin-2-one). RXN SMILES: FC(F)(F)C(O)=O.[Cl:8][C:9]1[CH:10]=[CH:11][C:12]2[S:16][C:15]([S:17]([N:20]3[CH2:25][CH2:24][NH:23][CH2:22][C:21]3=[O:26])(=[O:19])=[O:18])=[N:14][C:13]=2[CH:27]=1.[CH:28]([O:41][C:42]([NH:44][C:45]1[CH:50]=[CH:49][N:48]([CH2:51][C:52](O)=[O:53])[C:47](=[O:55])[N:46]=1)=[O:43])([C:35]1[CH:40]=[CH:39][CH:38]=[CH:37][CH:36]=1)[C:29]1[CH:34]=[CH:33][CH:32]=[CH:31][CH:30]=1>>[Cl:8][C:9]1[CH:10]=[CH:11][C:12]2[S:16][C:15]([S:17]([N:20]3[CH2:25][CH2:24][N:23]([C:52](=[O:53])[CH2:51][N:48]4[CH:49]=[CH:50][C:45]([NH:44][C:42]([O:41][CH:28]([C:29]5[CH:30]=[CH:31][CH:32]=[CH:33][CH:34]=5)[C:35]5[CH:40]=[CH:39][CH:38]=[CH:37][CH:36]=5)=[O:43])=[N:46][C:47]4=[O:55])[CH2:22][C:21]3=[O:26])(=[O:19])=[O:18])=[N:14][C:13]=2[CH:27]=1 |f:0.1|. Procedure details: The title compound was synthesized by the reaction of 1-(5-chloro-benzothiazole-2-sulfonyl)-piperazin-2-one trifluoroacetic acid salt with [4-N-(benzhydryloxycarbonyl)-cytosin-1-yl]-acetic acid as per the procedure of Example 52. 1H NMR (500 MHz; DMSO-d6) δ 10.98 (brs, 1H), 8.40 (m, 2H), 7.96 (s, 1H), 7.79 (m, 1H), 7.45 (d, 4H), 7.38 (t, 4H), 7.30 (t, 2H), 6.96 (t, 1H), 6.80 (s, 1H), 4.83 (s, 1.2H), 4.72 (s, 0.8H), 4.46 (s, 0.8H), 4.28 (s, 1.2H), 4.22 (t, 1.2H), 4.06 (t, 0.8H), 3.99 (t, 1.2H), 3... Reactants: [Br-], Br, Cl, O=N[O-], Nc1ccc2c(c1)C13CC2c2ccccc2C1CN(CC1CCCC1)C3, [Na+], O. Product: Brc1ccc2c(c1)C13CC2c2ccccc2C1CN(CC1CCCC1)C3. RXN SMILES: [Br-:32].[BrH:33].[ClH:1].[N:28]([O-:29])=[O:30].[NH2:2][c:3]1[cH:4][cH:5][c:6]2[c:7]([cH:27]1)[C:8]13[CH:9]([CH2:10][N:11]([CH2:13][CH:14]4[CH2:15][CH2:16][CH2:17][CH2:18]4)[CH2:12]1)[c:19]1[c:20]([cH:23][cH:24][cH:25][cH:26]1)[CH:21]2[CH2:22]3.[Na+:31].[OH2:34]>>[c:3]1([Br:32])[cH:4][cH:5][c:6]2[c:7]([cH:27]1)[C:8]13[CH:9]([CH2:10][N:11]([CH2:13][CH:14]4[CH2:15][CH2:16][CH2:17][CH2:18]4)[CH2:12]1)[c:19]1[c:20]([cH:23][cH:24][cH:25][cH:26]1)[CH:21]2[CH2:22]3. Reactants: BrCC1CO1, O=C([O-])[O-], CC#N, [K+], [K+], O=Cc1c(N2CCCNCC2)n(-c2ccccc2)c2ccccc12. Product: O=Cc1c(N2CCCN(CC3CO3)CC2)n(-c2ccccc2)c2ccccc12. As a reaction SMILES: [Br:25][CH2:26][CH:27]1[CH2:28][O:29]1.[C:30](=[O:31])([O-:32])[O-:33].[CH3:36][C:37]#[N:38].[K+:34].[K+:35].[N:1]1([c:8]2[n:9](-[c:19]3[cH:20][cH:21][cH:22][cH:23][cH:24]3)[c:10]3[cH:11][cH:12][cH:13][cH:14][c:15]3[c:16]2[CH:17]=[O:18])[CH2:2][CH2:3][NH:4][CH2:5][CH2:6][CH2:7]1>>[N:1]1([c:8]2[n:9](-[c:19]3[cH:20][cH:21][cH:22][cH:23][cH:24]3)[c:10]3[cH:11][cH:12][cH:13][cH:14][c:15]3[c:16]2[CH:17]=[O:18])[CH2:2][CH2:3][N:4]([CH2:26][CH:27]2[CH2:28][O:29]2)[CH2:5][CH2:6][CH2:7]1. Reactants: O=C([O-])[O-], CN(C)C=O, COc1ccc2c(OCc3nnc4ccc(Cl)nn34)ccnc2c1, OB(O)c1cccc(F)c1, [K+], [K+], O. Yields the product COc1ccc2c(OCc3nnc4ccc(-c5cccc(F)c5)nn34)ccnc2c1. Reaction SMILES: [C:35](=[O:36])([O-:37])[O-:38].[CH3:41][N:42]([CH3:43])[CH:44]=[O:45].[Cl:11][c:12]1[cH:13][cH:14][c:15]2[n:16]([n:17]1)[c:18]([CH2:21][O:22][c:23]1[cH:24][cH:25][n:26][c:27]3[cH:28][c:29]([O:33][CH3:34])[cH:30][cH:31][c:32]13)[n:19][n:20]2.[F:1][c:2]1[cH:3][c:4]([B:8]([OH:9])[OH:10])[cH:5][cH:6][cH:7]1.[K+:39].[K+:40].[OH2:46]>>[F:1][c:2]1[cH:3][c:4](-[c:12]2[cH:13][cH:14][c:15]3[n:16]([n:17]2)[c:18]([CH2:21][O:22][c:23]2[cH:24][cH:25][n:26][c:27]4[cH:28][c:29]([O:33][CH3:34])[cH:30][cH:31][c:32]24)[n:19][n:20]3)[cH:5][cH:6][cH:7]1. Reactants: C([O-])([O-])=O.[Cs+].[Cs+] (Cesium carbonate), C(C1=CC=CC=C1)OC1=NC(=CC(=C1)C1=CC=CC=C1)Cl (2-(benzyloxy)-6-chloro-4-phenylpyridine), COC1=C(CN)C=CC(=C1)OC (2,4-dimethoxybenzylamine), CC1(C2=C(C(=CC=C2)P(C3=CC=CC=C3)C4=CC=CC=C4)OC5=C(C=CC=C51)P(C6=CC=CC=C6)C7=CC=CC=C7)C (Xantphos), Teflon, FC(C(=O)O)(F)F (trifluoroacetic acid). Reagents/catalysts: C=1C=CC(=CC1)/C=C/C(=O)/C=C/C2=CC=CC=C2.C=1C=CC(=CC1)/C=C/C(=O)/C=C/C2=CC=CC=C2.C=1C=CC(=CC1)/C=C/C(=O)/C=C/C2=CC=CC=C2.[Pd].[Pd] (tris(dibenzylideneacetone)dipalladium). The solvent is O1CCOCC1 (1,4-dioxane). Reaction conditions: temperature 90 celsius, time 24 hour. The product is C(C1=CC=CC=C1)OC1=CC(=CC(=N1)N)C1=CC=CC=C1 (6-(benzyloxy)-4-phenylpyridin-2-amine). Reaction SMILES: C(=O)([O-])[O-].[Cs+].[Cs+].CC1(C)C2C(=C(P(C3C=CC=CC=3)C3C=CC=CC=3)C=CC=2)OC2C(P(C3C=CC=CC=3)C3C=CC=CC=3)=CC=CC1=2.[CH2:49]([O:56][C:57]1[CH:62]=[C:61]([C:63]2[CH:68]=[CH:67][CH:66]=[CH:65][CH:64]=2)[CH:60]=[C:59](Cl)[N:58]=1)[C:50]1[CH:55]=[CH:54][CH:53]=[CH:52][CH:51]=1.COC1C=C(OC)C=CC=1C[NH2:75].FC(F)(F)C(O)=O>O1CCOCC1.C1C=CC(/C=C/C(/C=C/C2C=CC=CC=2)=O)=CC=1.C1C=CC(/C=C/C(/C=C/C2C=CC=CC=2)=O)=CC=1.C1C=CC(/C=C/C(/C=C/C2C=CC=CC=2)=O)=CC=1.[Pd].[Pd]>[CH2:49]([O:56][C:57]1[N:58]=[C:59]([NH2:75])[CH:60]=[C:61]([C:63]2[CH:68]=[CH:67][CH:66]=[CH:65][CH:64]=2)[CH:62]=1)[C:50]1[CH:55]=[CH:54][CH:53]=[CH:52][CH:51]=1 |f:0.1.2,8.9.10.11.12|. Procedure: Cesium carbonate (806 mg, 2.48 mmol), Xantphos (95.0 mg, 0.165 mmol), and tris(dibenzylideneacetone)dipalladium (0) (76.0 mg, 0.082 mmol) were combined into vial fitted with a Teflon septum. The vial was flushed with argon and a solution of 2-(benzyloxy)-6-chloro-4-phenylpyridine (244 mg, 0.825 mmol) in 1,4-dioxane (2 ml) was added, followed by 2,4-dimethoxybenzylamine (0.249 ml 1.65 mmol). The solution was sparged with argon for 10 mins, then heated to 90° C. and stirred for 24 hours. The react...